This data is from the Open Reaction Database (ORD), a public repository of structured organic reaction records. The task is: describe an organic reaction: reactants, conditions, products, and yield Reactants: BrC1=CC=C(C=C1)[N+](=O)[O-] (4-bromonitrobenzene), O (water), C([O-])([O-])=O.[Na+].[Na+] (sodium carbonate), CC1(OB(OC1(C)C)C1=CC=C2C(=NN(C2=C1)COCC[Si](C)(C)C)NC(CCC)=O)C (N-[6-(4,4,5,5-tetramethyl[1,3,2]dioxaborolan-2-yl)-1-[[2-(trimethylsilyl)ethoxy]methyl]-1H-indazol-3-yl]butanamide). Reagents/catalysts: C=1C=CC(=CC1)[P](C=2C=CC=CC2)(C=3C=CC=CC3)[Pd]([P](C=4C=CC=CC4)(C=5C=CC=CC5)C=6C=CC=CC6)([P](C=7C=CC=CC7)(C=8C=CC=CC8)C=9C=CC=CC9)[P](C=1C=CC=CC1)(C=1C=CC=CC1)C=1C=CC=CC1 (tetrakis(triphenylphosphine)palladium). Solvent: O1CCOCC1 (dioxane), C(C)(=O)OCC (ethyl acetate). The product is [N+](=O)([O-])C1=CC=C(C=C1)C1=CC=C2C(=NN(C2=C1)COCC[Si](C)(C)C)NC(CCC)=O (N-[6-(4-nitrophenyl)-1-[[2-(trimethylsilyl)ethoxy]methyl]-1H-indazol-3-yl]butanamide). Yield: 65.7%. RXN SMILES: Br[C:2]1[CH:7]=[CH:6][C:5]([N+:8]([O-:10])=[O:9])=[CH:4][CH:3]=1.O.C(=O)([O-])[O-].[Na+].[Na+].CC1(C)C(C)(C)OB([C:26]2[CH:34]=[C:33]3[C:29]([C:30]([NH:43][C:44](=[O:48])[CH2:45][CH2:46][CH3:47])=[N:31][N:32]3[CH2:35][O:36][CH2:37][CH2:38][Si:39]([CH3:42])([CH3:41])[CH3:40])=[CH:28][CH:27]=2)O1>O1CCOCC1.C1C=CC([P]([Pd]([P](C2C=CC=CC=2)(C2C=CC=CC=2)C2C=CC=CC=2)([P](C2C=CC=CC=2)(C2C=CC=CC=2)C2C=CC=CC=2)[P](C2C=CC=CC=2)(C2C=CC=CC=2)C2C=CC=CC=2)(C2C=CC=CC=2)C2C=CC=CC=2)=CC=1.C(OCC)(=O)C>[N+:8]([C:5]1[CH:6]=[CH:7][C:2]([C:26]2[CH:34]=[C:33]3[C:29]([C:30]([NH:43][C:44](=[O:48])[CH2:45][CH2:46][CH3:47])=[N:31][N:32]3[CH2:35][O:36][CH2:37][CH2:38][Si:39]([CH3:42])([CH3:40])[CH3:41])=[CH:28][CH:27]=2)=[CH:3][CH:4]=1)([O-:10])=[O:9] |f:2.3.4,^1:59,61,80,99|. Procedure details: 790 mg of 4-bromonitrobenzene, 10 cm3 of water, 646 mg of sodium carbonate and 190 mg of tetrakis(triphenylphosphine)palladium are added to 1 g of N-[6-(4,4,5,5-tetramethyl[1,3,2]dioxaborolan-2-yl)-1-[[2-(trimethylsilyl)ethoxy]methyl]-1H-indazol-3-yl]butanamide, prepared as described in Example 56, in 50 cm3 of dioxane. The reaction medium is then refluxed for 18 hours and is allowed to return to room temperature, 75 cm3 of ethyl acetate are then added and the organic phase is washed with 2×50 c... The reactants are S(=O)(Cl)Cl (thionyl chloride), N=1C=C2CC(SC3=CC=CC1N23)C(=O)O (3,4-dihydro-5-thia-1,8b-diazaacenaphthylene-4-carboxylic acid). Run at temperature 60 celsius. Product: Cl.N=1C=C2CC(SC3=CC=CC1N23)C(=O)Cl (3,4-dihydro-5-thia-1,8b-diazaacenaphthylene-4-carboxylic acid chloride hydrochloride). As a reaction SMILES: S(Cl)([Cl:3])=O.[N:5]1[CH:6]=[C:7]2[N:16]3[C:11](=[CH:12][CH:13]=[CH:14][C:15]=13)[S:10][CH:9]([C:17]([OH:19])=O)[CH2:8]2>>[ClH:3].[N:5]1[CH:6]=[C:7]2[N:16]3[C:11](=[CH:12][CH:13]=[CH:14][C:15]=13)[S:10][CH:9]([C:17]([Cl:3])=[O:19])[CH2:8]2 |f:2.3|. Procedure: To a solution of 5.13 g (20.7 mM) of ethyl 3,4-dihydro-5-thia-1,8b-diazaacenaphthylene-4-carboxylate in ethanol (20 ml) was added 12 ml (24 mM) of 2N-aqueous solution of sodium hydroxide at room temperature and the mixture was stirred for 1 hour. To this reaction mixture was added 4 ml (24 mM) of 6N-hydrochloric acid and the resulting crystals were collected by filtration. This crystal crop was rinsed with ethanol and diethyl ether to provide 3,4-dihydro-5-thia-1,8b-diazaacenaphthylene-4-carboxy... Starting materials: C1(=CC=CC=C1)C1=C(NC=2N=CN=C(C21)NC[C@H]2OCCC2)[Si](CC)(CC)CC ((S)-[5-phenyl-6-(triethylsilanyl)-7-H-pyrrolo[2,3-d]pyrimidine-4-yl]-(tetrahydrofuran-2-ylmethyl)-amine), IN1C(CCC1=O)=O (N-iodosuccinimide). Solvent: CN(C)C=O (DMF). The product is IC1=C(C2=C(N=CN=C2NC[C@H]2OCCC2)N1)C1=CC=CC=C1 ((S)-[6-Iodo-5-phenyl-7H-pyrrolo[2,3-d]pyrimidin-4-yl]-(tetrahydrofuran-2-ylmethyl)amine). RXN SMILES: [C:1]1([C:7]2[C:15]3[C:14]([NH:16][CH2:17][C@@H:18]4[CH2:22][CH2:21][CH2:20][O:19]4)=[N:13][CH:12]=[N:11][C:10]=3[NH:9][C:8]=2[Si](CC)(CC)CC)[CH:6]=[CH:5][CH:4]=[CH:3][CH:2]=1.[I:30]N1C(=O)CCC1=O>CN(C=O)C>[I:30][C:8]1[NH:9][C:10]2[N:11]=[CH:12][N:13]=[C:14]([NH:16][CH2:17][C@@H:18]3[CH2:22][CH2:21][CH2:20][O:19]3)[C:15]=2[C:7]=1[C:1]1[CH:6]=[CH:5][CH:4]=[CH:3][CH:2]=1. Reported procedure: A solution of 1.00 g (2.5 mmol) of (S)-[5-phenyl-6-(triethylsilanyl)-7-H-pyrrolo[2,3-d]pyrimidine-4-yl]-(tetrahydrofuran-2-ylmethyl)-amine and 830 mg (3.7 mmol) of N-iodosuccinimide in 10 ml DMF was stirred at 45° C. for 1 h. The reaction mixture was partitioned between dichloromethane (120 ml) and a 4:1 mixture of brine and saturated aqueous sodium thiosulfate (35 ml). The organic layer was washed with saturated aqueous sodium bicarbonate (1×) and brine (1×), dried over Na2SO4, filtered and con... Reactants: N (Ammonia), OC1=CC=C(C=O)C=C1 (p-hydroxybenzaldehyde), S(O)(O)(=O)=O (sulfuric acid). Reagents/catalysts: [Ni] (Raney nickel). Run in C(C)O (ethanol). Run at time 6 hour. Product: OC1=CC=C(CN)C=C1 (4-Hydroxybenzylamine). Reaction SMILES: [NH3:1].[OH:2][C:3]1[CH:10]=[CH:9][C:6]([CH:7]=O)=[CH:5][CH:4]=1.S(=O)(=O)(O)O>[Ni].C(O)C>[OH:2][C:3]1[CH:10]=[CH:9][C:6]([CH2:7][NH2:1])=[CH:5][CH:4]=1. Reported procedure: Ammonia is passed into 500 ml of ethanol at 10° C. until saturation is reached, 122.1 g=1 mole of p-hydroxybenzaldehyde, 20 g of Raney nickel and 0.1 ml of concentrated sulfuric acid are added and the mixture is stirred in an autoclave for 6 hours at room temperature and under a hydrogen pressure of 100 atmospheres. After releasing the pressure, the catalyst is filtered off and the filtrate is boiled up with active charcoal, filtered and concentrated. The residue is recrystallized from a mixture... The reactants are [OH-].[Na+] (NaOH), OS(=O)(=O)O (H2SO4), FC1=C(C=C(C(=C1)F)F)S(=O)(=O)Cl (2,4,5-Trifluoro-benzenesulfonyl chloride), S(=O)([O-])[O-].[Na+].[Na+] (sodium sulfite). Solvent: O (water), CO (Methanol). Run at time 1 hour. Product: FC1=C(C=C(C(=C1)F)F)S(=O)O (2,4,5-Trifluoro-benzenesulfinic acid). Yield: 98.8%. As a reaction SMILES: [F:1][C:2]1[CH:7]=[C:6]([F:8])[C:5]([F:9])=[CH:4][C:3]=1[S:10](Cl)(=[O:12])=[O:11].S([O-])([O-])=O.[Na+].[Na+].[OH-].[Na+].OS(O)(=O)=O>O.CO>[F:1][C:2]1[CH:7]=[C:6]([F:8])[C:5]([F:9])=[CH:4][C:3]=1[S:10]([OH:12])=[O:11] |f:1.2.3,4.5|. Procedure details: 2,4,5-Trifluoro-benzenesulfonyl chloride ([220227-21-4], 2.5 g) was added portionwise onto a solution of sodium sulfite (10.3 g) in 50 mL of water. The reaction mixture was kept under basic conditions by the addition of the proper amount of 20% NaOH and was stirred at room temperature for 1 hour. Methanol was added to the reaction mixture, and the reaction mixture was stirred at room temperature for another hour. After such time, the reaction mixture was cooled down with an ice bath and was then... The reactants are O=C1CCC(C=2SC=CC21)N (4,5,6,7-tetrahydro-4-oxobenzo[b]thiophen-7-amine), Cl (HCl), O([K])C#N (KOCN). Solvent: O (water). Run at time 16 hour. The product is O=C1CCC(C=2SC=CC21)NC(=O)N (4,5,6,7-tetrahydro-4-oxobenzo[b]thien-7-ylurea). As a reaction SMILES: [O:1]=[C:2]1[C:10]2[CH:9]=[CH:8][S:7][C:6]=2[CH:5]([NH2:11])[CH2:4][CH2:3]1.Cl.[O:13]([C:15]#[N:16])[K]>O>[O:1]=[C:2]1[C:10]2[CH:9]=[CH:8][S:7][C:6]=2[CH:5]([NH:11][C:15]([NH2:16])=[O:13])[CH2:4][CH2:3]1. Reported procedure: A 0.17 g. sample of dl-4,5,6,7-tetrahydro-4-oxobenzo[b]thiophen-7-amine is stirred in 10 ml. of water, acidified with 3N HCl to pH 3-4, and 0.3 g. of KOCN is added. The mixture is stirred at room temperature for 16 hours, and the title compound is collected by filtration, washed with water and dried. It melts at 238°-242° C. and recrystallization from methanol gives analytical sample of the title compound, m.p. 240°-241° C. Starting materials: BrC(C(=O)C1=CC2=C(N(C(N2C)=O)C2=CC=CC=C2)C=C1)C=1C=C(C=CC1)C (5-(Bromo-m-tolyl-acetyl)-3-methyl-1-phenyl-1,3-dihydro-benzoimidazol-2-one), CON(C(=O)C1=CC2=C(N(C(N2)=O)C2=CC=CC=C2)C=C1)C (2-oxo-1-phenyl-2,3-dihydro-1H-benzoimidazole-5-carboxylic acid methoxy-methyl-amide), O.C(=O)N (water formamide). The solvent is [OH-].[NH4+] (ammonium hydroxide). Run at temperature 140 celsius, time 0.5 hour. Product: CN1C(N(C2=C1C=C(C=C2)C=2N=CNC2C=2C=C(C=CC2)C)C2=CC=CC=C2)=O (3-Methyl-1-phenyl-5-(5-m-tolyl-1H-imidazol-4-yl)-1,3-dihydro-benzoimidazol-2-one). Reaction SMILES: Br[CH:2]([C:22]1[CH:23]=[C:24]([CH3:28])[CH:25]=[CH:26][CH:27]=1)[C:3]([C:5]1[CH:21]=[CH:20][C:8]2[N:9]([C:14]3[CH:19]=[CH:18][CH:17]=[CH:16][CH:15]=3)[C:10](=[O:13])[N:11]([CH3:12])[C:7]=2[CH:6]=1)=O.CON(C)C(C1C=CC2[N:38](C3C=CC=CC=3)[C:39](=O)[NH:40]C=2C=1)=O.O.C(N)=O>[OH-].[NH4+]>[CH3:12][N:11]1[C:7]2[CH:6]=[C:5]([C:3]3[N:38]=[CH:39][NH:40][C:2]=3[C:22]3[CH:23]=[C:24]([CH3:28])[CH:25]=[CH:26][CH:27]=3)[CH:21]=[CH:20][C:8]=2[N:9]([C:14]2[CH:19]=[CH:18][CH:17]=[CH:16][CH:15]=2)[C:10]1=[O:13] |f:2.3,4.5|. Procedure: 5-(Bromo-m-tolyl-acetyl)-3-methyl-1-phenyl-1,3-dihydro-benzoimidazol-2-one (prepared from 2-oxo-1-phenyl-2,3-dihydro-1H-benzoimidazole-5-carboxylic acid methoxy-methyl-amide as described in the general procedure, 0.26 gm, 0.60 mmol) was added to 5 mL of 8% water/formamide and the mixture was heated to 140° C. for 14 hours. The reaction mixture was then cooled to room temperature and diluted with 20 mL of ammonium hydroxide with rapid stirring. After stirring for ½ hour, the solid precipitate was... The reactants are S1C(=CC=C1)C1=C2C(=NC=C1)N(C=N2)[C@H]2C[C@H](OC(=O)C=1C(=CC=CC1)C)[C@H](O2)COC(=O)C=2C(=CC=CC2)C (7-(2-Thienyl)-3-[2-deoxy-3,5-di-O-(toluoyl)-β-D-ribofuranosyl]-3H-imidazo[4,5-b]pyridine). The solvent is N (ammonia). Conditions: time 2 hour. The product is S1C(=CC=C1)C1=C2C(=NC=C1)N(C=N2)[C@H]2C[C@H](O)[C@H](O2)CO (7-(2-Thienyl)-3-(2-deoxy-β-D-ribofuranosyl)-3H-imidazo[4,5-b]pyridine). Yield: 94.1%. Reaction SMILES: [S:1]1[CH:5]=[CH:4][CH:3]=[C:2]1[C:6]1[CH:11]=[CH:10][N:9]=[C:8]2[N:12]([C@@H:15]3[O:29][C@H:28]([CH2:30][O:31]C(C4C(C)=CC=CC=4)=O)[C@@H:17]([O:18]C(C4C(C)=CC=CC=4)=O)[CH2:16]3)[CH:13]=[N:14][C:7]=12>N>[S:1]1[CH:5]=[CH:4][CH:3]=[C:2]1[C:6]1[CH:11]=[CH:10][N:9]=[C:8]2[N:12]([C@@H:15]3[O:29][C@H:28]([CH2:30][OH:31])[C@@H:17]([OH:18])[CH2:16]3)[CH:13]=[N:14][C:7]=12. Reported procedure: To 1.33 g (2.40 mmol) of Compound 5, ammonia-saturated methanol (120 ml) was added at 0° C. The solution was stirred at room temperature for 2 hours. After the reaction, the solvent was distilled off and the residue was purified by flash silica gel chromatography using methylene chloride:ethanol (97:3 to 93:7) as an elution solvent to give 717 mg of Compound 6 in a yield of 94%.